Dataset: the Open Reaction Database (ORD), a public repository of structured organic reaction records. Task: describe an organic reaction: reactants, conditions, products, and yield Reactants: C(CCCC)N1CC(=CCC1)C=1N=C(SC1)N (4-(1,2,5,6-tetrahydro-1-pentyl-3-pyridinyl)-2-thiazolamine), C(C)(=O)[O-].[Na+] (sodium acetate). Solvent: C(C)(=O)OC(C)=O (acetic anhydride). Product: C(CCCC)N1CC(=CCC1)C=1N=C(SC1)NC(C)=O (N-[4-(1,2,5,6-Tetrahydro-1-pentyl-3-pyridinyl)-2-thiazolyl]acetamide), beige solid. As a reaction SMILES: [CH2:1]([N:6]1[CH2:11][CH2:10][CH:9]=[C:8]([C:12]2[N:13]=[C:14]([NH2:17])[S:15][CH:16]=2)[CH2:7]1)[CH2:2][CH2:3][CH2:4][CH3:5].[C:18]([O-])(=[O:20])[CH3:19].[Na+]>C(OC(=O)C)(=O)C>[CH2:1]([N:6]1[CH2:11][CH2:10][CH:9]=[C:8]([C:12]2[N:13]=[C:14]([NH:17][C:18](=[O:20])[CH3:19])[S:15][CH:16]=2)[CH2:7]1)[CH2:2][CH2:3][CH2:4][CH3:5] |f:1.2|. Reported procedure: Seven grams of the 4-(1,2,5,6-tetrahydro-1-pentyl-3-pyridinyl)-2-thiazolamine obtained in Example 6 was dissolved in 100 ml of acetic anhydride with 10 g of anhydrous sodium acetate. The solution was heated at reflux under a nitrogen atmosphere for three hours. The solvent was removed on a rotary evaporator and the residue was partitioned between 150 ml dichloromethane and 150 ml 10% sodium bicarbonate solution. The organic layer was concentrated in vacuo and the residue was chromatographed on s... Starting materials: CO, [H][H], CC(=O)N=c1[nH]c2ccccc2n1C1CCN(Cc2ccccc2)CC1. Yields the product CC(=O)N=c1[nH]c2ccccc2n1C1CCNCC1. Reaction SMILES: [CH3:29][OH:30].[H:27][H:28].[c:1]1([CH2:2][N:8]2[CH2:9][CH2:10][CH:11]([n:14]3[c:15](=[N:23][C:24]([CH3:25])=[O:26])[nH:16][c:17]4[c:18]3[cH:19][cH:20][cH:21][cH:22]4)[CH2:12][CH2:13]2)[cH:3][cH:4][cH:5][cH:6][cH:7]1>>[NH:8]1[CH2:9][CH2:10][CH:11]([n:14]2[c:15](=[N:23][C:24]([CH3:25])=[O:26])[nH:16][c:17]3[c:18]2[cH:19][cH:20][cH:21][cH:22]3)[CH2:12][CH2:13]1.